From a dataset of the Open Reaction Database (ORD), a public repository of structured organic reaction records. describe an organic reaction: reactants, conditions, products, and yield The reactants are BrC=1C=CC=C2C(CN(CC12)C(=O)OC(C)(C)C)O (tert-Butyl 8-bromo-4-hydroxy-3,4-dihydroisoquinoline-2(1H)-carboxylate), C(=O)=O.CC(=O)C (dry ice acetone), CCN(CC)S(F)(F)F (DAST). The solvent is C(Cl)Cl (DCM). Yields the product BrC=1C=CC=C2C(CN(CC12)C(=O)OC(C)(C)C)F (tert-Butyl 8-bromo-4-fluoro-3,4-dihydroisoquinoline-2(1H)-carboxylate). RXN SMILES: [Br:1][C:2]1[CH:3]=[CH:4][CH:5]=[C:6]2[C:11]=1[CH2:10][N:9]([C:12]([O:14][C:15]([CH3:18])([CH3:17])[CH3:16])=[O:13])[CH2:8][CH:7]2O.C(=O)=O.CC(C)=O.CCN(S(F)(F)[F:33])CC>C(Cl)Cl>[Br:1][C:2]1[CH:3]=[CH:4][CH:5]=[C:6]2[C:11]=1[CH2:10][N:9]([C:12]([O:14][C:15]([CH3:18])([CH3:17])[CH3:16])=[O:13])[CH2:8][CH:7]2[F:33] |f:1.2|. Procedure details: To a flask containing tert-butyl 8-bromo-4-hydroxy-3,4-dihydroisoquinoline-2(1H)-carboxylate (24-4) (622 mg, 1.895 mmol) was added anhydrous DCM (10 ml). The reaction mixture was then capped & cooled to −78 C (dry ice/acetone bath) while stirring under N2. Then added DAST (1.4 ml, 10.60 mmol) at −78 C. The reaction mixture was then stirred at −78 C. Followed by LC/MS. After 5 minutes at −78 C the reaction was quenched by dropwise addition of a saturated solution of NaHCO3 in water at −78 C (with... Starting materials: FC(C=1C=C(C=CC1)C1CCN(CC1)C1=NC=C(C=C1)N)(F)F (4-(3-trifluoromethyl-phenyl)-3,4,5,6-tetrahydro-2H-[1,2′]bipyridinyl-5′-ylamine), FC(CC1=C(C=CC=C1)N1CCN(CC1)C1=CC=C(C=N1)N)(F)F (6-[4-(2-trifluoroethyl-phenyl)-piperazin-1-yl]-pyridin-3-ylamine), ClC1=NC=C(C=C1)[N+](=O)[O-] (2-chloro-5-nitropyridine), FC(C1=C(C=CC=C1)N1CCNCC1)(F)F (1-(2-trifluoromethyl-phenyl)-piperazine). Yields the product FC(C1=C(C=CC=C1)N1CCN(CC1)C1=CC=C(C=N1)N)(F)F (6-[4-(2-trifluoromethyl-phenyl)-piperazin-1-yl]-pyridin-3-ylamine). Reaction SMILES: FC(F)(F)C1C=C(C2[CH2:14][CH2:13][N:12]([C:15]3[CH:20]=[CH:19][C:18]([NH2:21])=[CH:17][N:16]=3)[CH2:11][CH2:10]2)C=CC=1.FC(F)(F)CC1C=CC=CC=1N1CCN(C2N=CC(N)=CC=2)CC1.ClC1C=CC([N+]([O-])=O)=CN=1.[F:58][C:59]([F:73])([F:72])[C:60]1[CH:65]=[CH:64][CH:63]=[CH:62][C:61]=1[N:66]1CCNCC1>>[F:58][C:59]([F:72])([F:73])[C:60]1[CH:65]=[CH:64][CH:63]=[CH:62][C:61]=1[N:66]1[CH2:10][CH2:11][N:12]([C:15]2[N:16]=[CH:17][C:18]([NH2:21])=[CH:19][CH:20]=2)[CH2:13][CH2:14]1. Reported procedure: With a method similar to that used for the preparation of 4-(3-trifluoromethyl-phenyl)-3,4,5,6-tetrahydro-2H-[1,2′]bipyridinyl-5′-ylamine above, 6-[4-(2-trifluoroethyl-phenyl)-piperazin-1-yl]-pyridin-3-ylamine was prepared from 2-chloro-5-nitropyridine and 1-(2-trifluoromethyl-phenyl)-piperazine followed by hydrogenation. LCMS calcd for C16H17F3N4 (m/e) 322, obsd 323 (M+H).